From a dataset of the Open Reaction Database (ORD), a public repository of structured organic reaction records. describe an organic reaction: reactants, conditions, products, and yield Reactants: C[C@H]1N(CC2=CC=CC=C2C1)S(=O)(=O)C1=CC=C(C=C1)C ((3R)-3-Methyl-2-[(4-methylphenyl)sulphonyl]-1,2,3,4-tetrahydroisoquinoline), [Mg] (magnesium). Run in CO (methanol). Conditions: time 96 hour. Product: C[C@H]1NCC2=CC=CC=C2C1 ((3R)-3-Methyl-1,2,3,4-tetrahydroisoquinoline). As a reaction SMILES: [CH3:1][C@@H:2]1[CH2:11][C:10]2[C:5](=[CH:6][CH:7]=[CH:8][CH:9]=2)[CH2:4][N:3]1S(C1C=CC(C)=CC=1)(=O)=O.[Mg]>CO>[CH3:1][C@@H:2]1[CH2:11][C:10]2[C:5](=[CH:6][CH:7]=[CH:8][CH:9]=2)[CH2:4][NH:3]1. Reported procedure: To a solution of 31.15 g (103.15 mmol) of the monotosyl compound obtained in Step B in 500 mL of anhydrous methanol there are added, in portions, 3.92 g (161 mmol) of magnesium turnings. The batch is stirred in the presence of ultrasound for 96 hours. The reaction mixture is then filtered and the solid is washed several times with methanol. The filtrate is then concentrated to dryness. After purification by chromatography over silica gel using dichloromethane and ammonia-in-ethanol as eluants, t... Starting materials: ClC1=C(C=C(C=C1)OC)C(C(C(F)(F)F)(O)C=1C=CC2=C(N(C(O2)=O)C)C1)C (5-[2-(2-Chloro-5-methoxy-phenyl)-1-hydroxy-1-trifluoromethyl-propyl]-3-methyl-3H-benzooxazol-2-one), C(=O)(O)[O-].[Na+] (NaHCO3). Solvent: C(Cl)Cl (CH2Cl2), C(Cl)Cl (CH2Cl2). Conditions: temperature 0 celsius, time 1 hour. Product: ClC1=C(C=C(C=C1)O)C(C(C(F)(F)F)(O)C=1C=CC2=C(N(C(O2)=O)C)C1)C (5-[2-(2-Chloro-5-hydroxy-phenyl)-1-hydroxy-1-trifluoromethyl-propyl]-3-methyl-3H-benzooxazol-2-one). Isolated yield 67.0%. Reaction SMILES: [Cl:1][C:2]1[CH:7]=[CH:6][C:5]([O:8]C)=[CH:4][C:3]=1[CH:10]([CH3:28])[C:11]([C:17]1[CH:18]=[CH:19][C:20]2[O:24][C:23](=[O:25])[N:22]([CH3:26])[C:21]=2[CH:27]=1)([OH:16])[C:12]([F:15])([F:14])[F:13].C([O-])(O)=O.[Na+]>C(Cl)Cl>[Cl:1][C:2]1[CH:7]=[CH:6][C:5]([OH:8])=[CH:4][C:3]=1[CH:10]([CH3:28])[C:11]([C:17]1[CH:18]=[CH:19][C:20]2[O:24][C:23](=[O:25])[N:22]([CH3:26])[C:21]=2[CH:27]=1)([OH:16])[C:12]([F:13])([F:14])[F:15] |f:1.2|. Reported procedure: 5-[2-(2-Chloro-5-methoxy-phenyl)-1-hydroxy-1-trifluoromethyl-propyl]-3-methyl-3H-benzooxazol-2-one (34 mg, obtained in Example 192, step 3) was dissolved in CH2Cl2 (5 mL) and cooled to 0° C. Borontribromide (1M in CH2Cl2, 0.33 mL) was added over a period of 10 minutes. Stirring was continued for 1 hour at 0° C. The reaction mixture was poured into ice and basified with sat. NaHCO3 and extracted three times with CH2Cl2. The combined organic layers were washed with brine, dried over Na2SO4, filter... The reactants are CC(=O)OC(C)=O, ClCCl, CC(C)(C)OC(=O)Nc1cc(F)c(F)cc1C(=O)NCC(=O)NCC1CCN(Cc2ccc(O)c(N)c2)CC1. Product: CC(=O)Nc1cc(CN2CCC(CNC(=O)CNC(=O)c3cc(F)c(F)cc3NC(=O)OC(C)(C)C)CC2)ccc1O. RXN SMILES: [CH3:40][C:41](=[O:42])[O:43][C:44](=[O:45])[CH3:46].[Cl:47][CH2:48][Cl:49].[NH2:1][c:2]1[cH:3][c:4]([CH2:5][N:6]2[CH2:7][CH2:8][CH:9]([CH2:12][NH:13][C:14]([CH2:15][NH:16][C:17]([c:18]3[c:19]([NH:26][C:27](=[O:28])[O:29][C:30]([CH3:31])([CH3:32])[CH3:33])[cH:20][c:21]([F:25])[c:22]([F:24])[cH:23]3)=[O:34])=[O:35])[CH2:10][CH2:11]2)[cH:36][cH:37][c:38]1[OH:39]>>[NH:1]([c:2]1[cH:3][c:4]([CH2:5][N:6]2[CH2:7][CH2:8][CH:9]([CH2:12][NH:13][C:14]([CH2:15][NH:16][C:17]([c:18]3[c:19]([NH:26][C:27](=[O:28])[O:29][C:30]([CH3:31])([CH3:32])[CH3:33])[cH:20][c:21]([F:25])[c:22]([F:24])[cH:23]3)=[O:34])=[O:35])[CH2:10][CH2:11]2)[cH:36][cH:37][c:38]1[OH:39])[C:41]([CH3:40])=[O:42]. Yields the product Cc1cc2[nH]c(C)nc(NCCN3CCOCC3)c-2n1. Reaction SMILES: [Cl:1][c:2]1[c:3]2[n:11][c:10]([CH3:12])[cH:9][c:4]-2[nH:5][c:6]([CH3:8])[n:7]1.[K+:22].[K+:23].[NH2:13][CH2:14][CH2:15][N:16]1[CH2:17][CH2:18][O:19][CH2:20][CH2:21]1.[O-:24][C:25]([O-:26])=[O:27].[OH2:28]>>[c:2]1([NH:13][CH2:14][CH2:15][N:16]2[CH2:17][CH2:18][O:19][CH2:20][CH2:21]2)[c:3]2[n:11][c:10]([CH3:12])[cH:9][c:4]-2[nH:5][c:6]([CH3:8])[n:7]1. Reactants: Cc1cc2[nH]c(C)nc(Cl)c-2n1, [K+], [K+], NCCN1CCOCC1, O=C([O-])[O-], O. Reactants: COCCOCOC=1C=C(C#N)C=CC1 (3-[(2-methoxyethoxy)-methoxy]-benzonitrile), [H-].[H-].[H-].[H-].[Li+].[Al+3] (LAH). Solvent: C1CCOC1 (THF). Run at temperature 0 celsius, time 10 minute. Product: COCCOCOC=1C=C(CN)C=CC1 (3-[(2-Methoxyethoxy)-methoxy]-benzylamine). Reaction SMILES: [CH3:1][O:2][CH2:3][CH2:4][O:5][CH2:6][O:7][C:8]1[CH:9]=[C:10]([CH:13]=[CH:14][CH:15]=1)[C:11]#[N:12].[H-].[H-].[H-].[H-].[Li+].[Al+3]>C1COCC1>[CH3:1][O:2][CH2:3][CH2:4][O:5][CH2:6][O:7][C:8]1[CH:9]=[C:10]([CH:13]=[CH:14][CH:15]=1)[CH2:11][NH2:12] |f:1.2.3.4.5.6|. Procedure: To a cooled (0° C.) solution of 3-[(2-methoxyethoxy)-methoxy]-benzonitrile (3.9 g, 18.8 mmol, example 8) in THF (40 mL) is added LAH (40 mL, 1M in THF). The resulting solution is stirred for 10 min. then the cold bath removed and stirring continued for 2 h. The resulting mixture is cooled to 0° C. then water (1.5 mL) added dropwise followed by NaOH solution (1.5 mL, SM) and water (1.5 mL). The resulting suspension is diluted with ether then filtered through celite. The filtrate is concentrated t... Reactants: BrC1=C(C=CC=C1)O (2-Bromophenol), [N+](=O)([O-])[O-].[Na+] (sodium nitrate). Run in S(O)(O)(=O)=O (sulfuric acid), O (water), O (Water). Reaction conditions: time 2 hour. Yields the product BrC1=C(C(=CC=C1)[N+](=O)[O-])O (2-bromo-6-nitrophenol). The yield is 30.4%. Reaction SMILES: [Br:1][C:2]1[CH:7]=[CH:6][CH:5]=[CH:4][C:3]=1[OH:8].[N+:9]([O-])([O-:11])=[O:10].[Na+]>S(=O)(=O)(O)O.O>[Br:1][C:2]1[CH:7]=[CH:6][CH:5]=[C:4]([N+:9]([O-:11])=[O:10])[C:3]=1[OH:8] |f:1.2|. Reported procedure: 2-Bromophenol (50.0 g, 0.29 mol) was added slowly to a cold (10° C.) solution of sodium nitrate (36.9 g, 0.43 mol) in conc. sulfuric acid (79 g) and water (100 mL) and the resulting mixture was allowed to stir at room temperature for 2 h. Water (400 mL) was added and the resulting mixture was extracted with diethyl ether and the extract was dried (MgSO4), filtered and concentrated. The residue was purified by flash chromatography (silica gel, 5% ethyl acetate/hexane). The partly purified product... Starting materials: CN1CCOCC1 (N-methylmorpholine), O (Water), Cl.C(#N)C1=CC=C(OCC(C)NC([C@@H](N)C(C)C)=O)C=C1 (N1 -[2-(4-cyanophenoxy)-1-methylethyl]-L-valinamide hydrochloride), ClC(=O)OC1=CC(=CC=C1)OC (3-methoxyphenyl chloroformate). Run in C(Cl)Cl (methylene chloride). Product: C(#N)C1=CC=C(OCC(C)NC([C@@H](NC(=O)OC2=CC=CC=C2)C(C)C)=O)C=C1 (N1 -[2-(4-cyanophenoxy)-1-methylethyl]-N2 -phenoxycarbonyl-L-valinamide). Yield: 13.1%. As a reaction SMILES: CN1CCOCC1.Cl.[C:9]([C:11]1[CH:28]=[CH:27][C:14]([O:15][CH2:16][CH:17]([NH:19][C:20](=[O:26])[C@H:21]([CH:23]([CH3:25])[CH3:24])[NH2:22])[CH3:18])=[CH:13][CH:12]=1)#[N:10].Cl[C:30]([O:32][C:33]1[CH:38]=[CH:37][CH:36]=[C:35](OC)[CH:34]=1)=[O:31].O>C(Cl)Cl>[C:9]([C:11]1[CH:12]=[CH:13][C:14]([O:15][CH2:16][CH:17]([NH:19][C:20](=[O:26])[C@H:21]([CH:23]([CH3:24])[CH3:25])[NH:22][C:30]([O:32][C:33]2[CH:38]=[CH:37][CH:36]=[CH:35][CH:34]=2)=[O:31])[CH3:18])=[CH:27][CH:28]=1)#[N:10] |f:1.2|. Reported procedure: 1.0 g of N-methylmorpholine was added to a solution containing 1.5 g of N1 -[2-(4-cyanophenoxy)-1-methylethyl]-L-valinamide hydrochloride dissolved in 100 ml of methylene chloride, at -20° C. After 0.9 g of 3-methoxyphenyl chloroformate was added to the mixture at -20° C., the reaction mixture was allowed to sit and warm naturally to room temperature while being stirred. The whole mixture was stirred for 2 hours at room temperature. Water was subsequently added to the reaction mixture. After the...